This data is from the Open Reaction Database (ORD), a public repository of structured organic reaction records. The task is: describe an organic reaction: reactants, conditions, products, and yield RXN SMILES: [Br:1][C:2]1[C:3]([N:12]2[CH2:17][CH2:16][N:15]([CH2:18][C:19]3[N:20]=[CH:21][N:22]([CH3:24])[CH:23]=3)[CH2:14][CH2:13]2)=[C:4]([N+:9]([O-])=O)[C:5]([NH2:8])=[N:6][CH:7]=1.CCO.[CH:28](=O)[C:29]1[CH:34]=[CH:33][C:32]([O:35][CH3:36])=[CH:31][CH:30]=1.[O-]S(S([O-])=O)=O.[Na+].[Na+]>C(Cl)Cl.N.CN(C=O)C>[Br:1][C:2]1[C:3]([N:12]2[CH2:17][CH2:16][N:15]([CH2:18][C:19]3[N:20]=[CH:21][N:22]([CH3:24])[CH:23]=3)[CH2:14][CH2:13]2)=[C:4]2[N:9]=[C:28]([C:29]3[CH:34]=[CH:33][C:32]([O:35][CH3:36])=[CH:31][CH:30]=3)[NH:8][C:5]2=[N:6][CH:7]=1 |f:3.4.5|. Run in C(Cl)Cl (DCM), CN(C)C=O (DMF). Conditions: temperature 85 celsius. Procedure: To a mixture of 5-bromo-4-(4-((1-methyl-1H-imidazol-4-yl)methyl)piperazin-1-yl)-3-nitropyridin-2-amine (0.035 g, 0.088 mmol, 1 eq), EtOH (2 mL) and DMF (0.3 mL), p-anisaldehyde (0.013 g, 0.097 mmol, 1.1 eq) was added followed by a freshly prepared aqueous solution of Na2S2O4 (1M; 0.26 mL, 0.26 mmol). The reaction mixture was heated at 85° C. for 24 h, then allowed to cool to room temperature and diluted with DCM and a few drops of aqueous NH3 until complete dissolution was observed. This solutio... Reagents/catalysts: N (NH3). Product: BrC=1C(=C2C(=NC1)NC(=N2)C2=CC=C(C=C2)OC)N2CCN(CC2)CC=2N=CN(C2)C (6-Bromo-2-(4-methoxyphenyl)-7-(4-((1-methyl-1H-imidazol-4-yl)methyl)piperazin-1-yl)-3H-imidazo[4,5-b]pyridine). Starting materials: [O-]S(=O)S(=O)[O-].[Na+].[Na+] (Na2S2O4), BrC=1C(=C(C(=NC1)N)[N+](=O)[O-])N1CCN(CC1)CC=1N=CN(C1)C (5-bromo-4-(4-((1-methyl-1H-imidazol-4-yl)methyl)piperazin-1-yl)-3-nitropyridin-2-amine), CCO (EtOH), C(C1=CC=C(C=C1)OC)=O (p-anisaldehyde). The reactants are C(CCCCC)P(O)=O (n-hexylphosphinic acid). Run in C(CCC)O (n-butanol). Yields the product C(CCCCC)P(OCCCC)=O (n-Hexylphosphinic acid, n-butyl ester). As a reaction SMILES: [CH2:1]([PH:7](=[O:9])[OH:8])[CH2:2][CH2:3][CH2:4][CH2:5][CH3:6]>C(O)CCC>[CH2:1]([PH:7](=[O:8])[O:9][CH2:1][CH2:2][CH2:3][CH3:4])[CH2:2][CH2:3][CH2:4][CH2:5][CH3:6]. Reported procedure: The title compound was prepared from n-hexylphosphinic acid and n-butanol according the the method described in Procedure 43. The compound was used without further purification. Starting materials: C1CNC1, CCO, CCN(C(C)C)C(C)C, C[Si](C)(C)CCOCn1c(Cl)nc2ccccc21. Product: C[Si](C)(C)CCOCn1c(N2CCC2)nc2ccccc21. Reaction SMILES: [CH2:19]1[CH2:20][NH:21][CH2:22]1.[CH3:32][CH2:33][OH:34].[CH:23]([N:24]([CH2:25][CH3:26])[CH:27]([CH3:28])[CH3:29])([CH3:30])[CH3:31].[Cl:1][c:2]1[n:3][c:4]2[c:5]([n:6]1[CH2:7][O:8][CH2:9][CH2:10][Si:11]([CH3:12])([CH3:13])[CH3:14])[cH:15][cH:16][cH:17][cH:18]2>>[c:2]1([N:21]2[CH2:20][CH2:19][CH2:22]2)[n:3][c:4]2[c:5]([n:6]1[CH2:7][O:8][CH2:9][CH2:10][Si:11]([CH3:12])([CH3:13])[CH3:14])[cH:15][cH:16][cH:17][cH:18]2. Starting materials: O (Water), CC1=NOC(=C1C)NC(OCC(Cl)(Cl)Cl)=O (2,2,2-trichloroethyl (3,4-dimethylisoxazol-5-yl)carbamate), FC(C=1C=C(C=CC1)C=1N=C(SC1)N1CCNCC1)(F)F (1-[4-(3-trifluoromethylphenyl)-1,3-thiazol-2-yl]piperazine), C(C)(C)N(CC)C(C)C (diisopropylethylamine). Run in CS(=O)C (dimethyl sulfoxide). Run at temperature 70 celsius, time 15 hour. Product: CC1=NOC(=C1C)NC(=O)N1CCN(CC1)C=1SC=C(N1)C1=CC(=CC=C1)C(F)(F)F (N-(3,4-Dimethylisoxazol-5-yl)-4-{4-[3-(trifluoromethyl)phenyl]-1,3-thiazol-2-yl}piperazine-1-carboxamide). Yield: 43.1%. Reaction SMILES: [CH3:1][C:2]1[C:6]([CH3:7])=[C:5]([NH:8][C:9](=[O:16])OCC(Cl)(Cl)Cl)[O:4][N:3]=1.[F:17][C:18]([F:37])([F:36])[C:19]1[CH:20]=[C:21]([C:25]2[N:26]=[C:27]([N:30]3[CH2:35][CH2:34][NH:33][CH2:32][CH2:31]3)[S:28][CH:29]=2)[CH:22]=[CH:23][CH:24]=1.C(N(C(C)C)CC)(C)C.O>CS(C)=O>[CH3:1][C:2]1[C:6]([CH3:7])=[C:5]([NH:8][C:9]([N:33]2[CH2:34][CH2:35][N:30]([C:27]3[S:28][CH:29]=[C:25]([C:21]4[CH:22]=[CH:23][CH:24]=[C:19]([C:18]([F:37])([F:17])[F:36])[CH:20]=4)[N:26]=3)[CH2:31][CH2:32]2)=[O:16])[O:4][N:3]=1. Reported procedure: A mixture of 2,2,2-trichloroethyl (3,4-dimethylisoxazol-5-yl)carbamate (154 mg, 0.536 mmol), 1-[4-(3-trifluoromethylphenyl)-1,3-thiazol-2-yl]piperazine (150 mg, 0.487 mmol) and diisopropylethylamine (0.170 ml, 0.974 mmol) in dimethyl sulfoxide (2.0 ml) was stirred at 70° C. for 15 hours. Water was poured to the reaction mixture, and the mixture was extracted with ethyl acetate. The extract was washed with water, and dried over anhydrous magnesium sulfate, and the solvent was distilled off under ... Reactants: CC1=NOC(=C1CC(CCC1=CC=CC=C1)=O)C1=CC=C(C=C1)C1=CC=C(C=C1)C1(CC1)C(=O)O (1-{4′-[3-methyl-4-(2-oxo-4-phenyl-butyl)-isoxazol-5-yl]-biphenyl-4-yl}-cyclopropanecarboxylic acid), C[Mg]I (methylmagnesium iodide). Yields the product OC(CC=1C(=NOC1C1=CC=C(C=C1)C1=CC=C(C=C1)C1(CC1)C(=O)O)C)(CCC1=CC=CC=C1)C (1-{4′-[4-(2-Hydroxy-2-methyl-4-phenyl-butyl)-3-methyl-isoxazol-5-yl]-biphenyl-4-yl}-cyclopropanecarboxylic acid). RXN SMILES: [CH3:1][C:2]1[C:6]([CH2:7][C:8](=[O:17])[CH2:9][CH2:10][C:11]2[CH:16]=[CH:15][CH:14]=[CH:13][CH:12]=2)=[C:5]([C:18]2[CH:23]=[CH:22][C:21]([C:24]3[CH:29]=[CH:28][C:27]([C:30]4([C:33]([OH:35])=[O:34])[CH2:32][CH2:31]4)=[CH:26][CH:25]=3)=[CH:20][CH:19]=2)[O:4][N:3]=1.[CH3:36][Mg]I>>[OH:17][C:8]([CH3:36])([CH2:9][CH2:10][C:11]1[CH:12]=[CH:13][CH:14]=[CH:15][CH:16]=1)[CH2:7][C:6]1[C:2]([CH3:1])=[N:3][O:4][C:5]=1[C:18]1[CH:23]=[CH:22][C:21]([C:24]2[CH:25]=[CH:26][C:27]([C:30]3([C:33]([OH:35])=[O:34])[CH2:31][CH2:32]3)=[CH:28][CH:29]=2)=[CH:20][CH:19]=1. Procedure details: Prepared according to the procedure described in Example 36, Step 1, using 1-{4′-[3-methyl-4-(2-oxo-4-phenyl-butyl)-isoxazol-5-yl]-biphenyl-4-yl}-cyclopropanecarboxylic acid and methylmagnesium iodide. The reactants are ClCCl, Cc1ccc(S(=O)(=O)NCC=Cc2ccc(C(=O)Nc3ccccc3NC(=O)OC(C)(C)C)cc2)cc1. Yields the product Cc1ccc(S(=O)(=O)NCC=Cc2ccc(C(=O)Nc3ccccc3N)cc2)cc1. As a reaction SMILES: [Cl:38][CH2:39][Cl:40].[c:1]1([CH3:37])[cH:2][cH:3][c:4]([S:7](=[O:8])(=[O:9])[NH:10][CH2:11][CH:12]=[CH:13][c:14]2[cH:15][cH:16][c:17]([C:18](=[O:19])[NH:20][c:21]3[c:22]([NH:27][C:28](=[O:29])[O:30][C:31]([CH3:32])([CH3:33])[CH3:34])[cH:23][cH:24][cH:25][cH:26]3)[cH:35][cH:36]2)[cH:5][cH:6]1>>[c:1]1([CH3:37])[cH:2][cH:3][c:4]([S:7](=[O:8])(=[O:9])[NH:10][CH2:11][CH:12]=[CH:13][c:14]2[cH:15][cH:16][c:17]([C:18](=[O:19])[NH:20][c:21]3[c:22]([NH2:27])[cH:23][cH:24][cH:25][cH:26]3)[cH:35][cH:36]2)[cH:5][cH:6]1.